From a dataset of the Open Reaction Database (ORD), a public repository of structured organic reaction records. describe an organic reaction: reactants, conditions, products, and yield Starting materials: C=1C=CC=2C(C1)=C(C3=C(N2)CCCC3)N (tacrine), BrCCCC(=O)Cl (4-bromobutyroylchloride). The solvent is C(Cl)(Cl)Cl (chloroform), CN(C=O)C (N,N-dimethylformamide), C(Cl)(Cl)Cl (chloroform). Conditions: time 6 hour. The product is C1CCCC2=NC3=CC=CC=C3C=C12 (1,2,3,4-tetrahydroacridine). RXN SMILES: [CH:1]1[CH:2]=[CH:3][C:4]2[C:5](=[C:7](N)[C:8]3[CH2:14][CH2:13][CH2:12][CH2:11][C:9]=3[N:10]=2)[CH:6]=1.BrCCCC(Cl)=O>C(Cl)(Cl)Cl.CN(C)C=O>[CH2:14]1[C:8]2[C:9](=[N:10][C:4]3[C:5]([CH:7]=2)=[CH:6][CH:1]=[CH:2][CH:3]=3)[CH2:11][CH2:12][CH2:13]1. Procedure details: To a solution of tacrine (4 g, 20.17 mmoles) in chloroform (50 ml) and N,N-dimethylformamide (15 ml), 4-bromobutyroylchloride (3.5 ml, 30.25 mmoles) is added. The reaction mixture is maintained under stirring at room temperature for 6 hours and then diluted with chloroform and washed with water. The organic phase, anhydrified with sodium sulphate, is evaporated at reduced pressure. The crude product is purged by chromatography on silica gel, eluting with n-hexane/ethyl acetate 8/2 (ratio by volu... Reactants: O1C(=NC2=C1C=CC=C2)CCC=2C(NC(=C(C2)CC)C)=O (3-[2-(benzoxazol-2-yl)-ethyl]-5-ethyl-6-methyl pyridin-2(1H)-one), COC1=CC=C(C=C1)P1(SP(S1)(C1=CC=C(C=C1)OC)=S)=S (2,4-bis(4-methoxyphenyl)-1,3-dithia-2,4-diphosphetane-2,4-disulfide). Solvent: C1(=CC=CC=C1)C (toluene). Yields the product O1C(=NC2=C1C=CC=C2)CCC=2C(NC(=C(C2)CC)C)=S (3-[2-(Benzoxazol-2-yl)-ethyl]-5-ethyl-6-methyl pyridin-2(1H)-thione). Yield: 24.7%. Reaction SMILES: [O:1]1[C:5]2[CH:6]=[CH:7][CH:8]=[CH:9][C:4]=2[N:3]=[C:2]1[CH2:10][CH2:11][C:12]1[C:13](=O)[NH:14][C:15]([CH3:20])=[C:16]([CH2:18][CH3:19])[CH:17]=1.COC1C=CC(P2(=S)SP(=S)(C3C=CC(OC)=CC=3)[S:31]2)=CC=1>C1(C)C=CC=CC=1>[O:1]1[C:5]2[CH:6]=[CH:7][CH:8]=[CH:9][C:4]=2[N:3]=[C:2]1[CH2:10][CH2:11][C:12]1[C:13](=[S:31])[NH:14][C:15]([CH3:20])=[C:16]([CH2:18][CH3:19])[CH:17]=1. Reported procedure: A mixture of 3-[2-(benzoxazol-2-yl)-ethyl]-5-ethyl-6-methyl pyridin-2(1H)-one (150 mg, 0.53 mmol) and 2,4-bis(4-methoxyphenyl)-1,3-dithia-2,4-diphosphetane-2,4-disulfide (Lawesson's Reagent) (485 mg, 1.2 mmol) in dry toluene (4 mL) was refluxed for 6-10 hours. The solvent was evaporated and the reaction residue was flash chromatographed on silica gel eluting with 0.5% methanol/chloroform. The appropriate fractions were combined and crystallized from ethyl acetate to yield 80 mg of slightly impur... The reactants are ClC1=NC=2N([C@@H](C=3N(C2C=N1)C=NN3)CC)C3CCCC3 ((R)-7-chloro-5-cyclopentyl-4-ethyl-4,5-dihydro-[1,2,4]triazolo[4,3-f]pteridine), C1(CC1)N (cyclopropylamine), CCN(C(C)C)C(C)C (DIPEA). Run in C(CCC)O (nBuOH). Product: C1(CCCC1)N1[C@@H](C=2N(C=3C=NC(=NC13)NC1CC1)C=NN2)CC ((R)-5-cyclopentyl-N-cyclopropyl-4-ethyl-4,5-dihydro-[1,2,4]triazolo[4,3-f]pteridin-7-amine). RXN SMILES: Cl[C:2]1[N:11]=[CH:10][C:9]2[N:8]3[CH:12]=[N:13][N:14]=[C:7]3[C@@H:6]([CH2:15][CH3:16])[N:5]([CH:17]3[CH2:21][CH2:20][CH2:19][CH2:18]3)[C:4]=2[N:3]=1.[CH:22]1([NH2:25])[CH2:24][CH2:23]1.CCN(C(C)C)C(C)C>C(O)CCC>[CH:17]1([N:5]2[C:4]3[N:3]=[C:2]([NH:25][CH:22]4[CH2:24][CH2:23]4)[N:11]=[CH:10][C:9]=3[N:8]3[CH:12]=[N:13][N:14]=[C:7]3[C@H:6]2[CH2:15][CH3:16])[CH2:21][CH2:20][CH2:19][CH2:18]1. Procedure: (R)-7-chloro-5-cyclopentyl-4-ethyl-4,5-dihydro-[1,2,4]triazolo[4,3-f]pteridine (70 mg, 0.23 mmol), cyclopropylamine (0.5 ml, 7.18 mmol), DIPEA (0.16 ml, 0.918 mmol) in nBuOH (2 ml) were heated in a sealed tube in the microwave at 140° C. for 90 minutes. The reaction mixture was concentrated in vacuo, and purified by reverse phase preparative HPLC [Waters Sunfire C18, 10 M, 100 Å column, gradient 10%-95% B (solvent A: 0.05% TFA in water; solvent B: CH3CN) over 16 minutes at 25 mL/min] to afford t... Reactants: CCOC(=O)CCCCC1(C)c2ccccc2-c2[nH]c(=O)c3nccn3c21, Cl, [Na+], [OH-]. Yields the product CC1(CCCCC(=O)O)c2ccccc2-c2[nH]c(=O)c3nccn3c21. As a reaction SMILES: [CH3:1][C:2]1([CH2:19][CH2:20][CH2:21][CH2:22][C:23](=[O:24])[O:25][CH2:26][CH3:27])[c:3]2[cH:4][cH:5][cH:6][cH:7][c:8]2-[c:9]2[nH:10][c:11](=[O:18])[c:12]3[n:13]([c:14]21)[cH:15][cH:16][n:17]3.[ClH:28].[Na+:30].[OH-:29]>>[CH3:1][C:2]1([CH2:19][CH2:20][CH2:21][CH2:22][C:23](=[O:24])[OH:25])[c:3]2[cH:4][cH:5][cH:6][cH:7][c:8]2-[c:9]2[nH:10][c:11](=[O:18])[c:12]3[n:13]([c:14]21)[cH:15][cH:16][n:17]3. Reactants: CCN(C(C)C)C(C)C, CCO, [O-][n+]1cc(CCl)ccc1Cl, [I-], [K+], C1CCOC1, c1ccc(N2CCNCC2)cc1. Yields the product [O-][n+]1cc(CN2CCN(c3ccccc3)CC2)ccc1Cl. Reaction SMILES: [CH2:25]([N:26]([CH:27]([CH3:28])[CH3:29])[CH:30]([CH3:31])[CH3:32])[CH3:33].[CH3:39][CH2:40][OH:41].[Cl:1][c:2]1[n+:3]([O-:10])[cH:4][c:5]([CH2:8][Cl:9])[cH:6][cH:7]1.[I-:24].[K+:23].[O:34]1[CH2:35][CH2:36][CH2:37][CH2:38]1.[c:11]1([N:17]2[CH2:18][CH2:19][NH:20][CH2:21][CH2:22]2)[cH:12][cH:13][cH:14][cH:15][cH:16]1>>[Cl:1][c:2]1[n+:3]([O-:10])[cH:4][c:5]([CH2:8][N:20]2[CH2:19][CH2:18][N:17]([c:11]3[cH:12][cH:13][cH:14][cH:15][cH:16]3)[CH2:22][CH2:21]2)[cH:6][cH:7]1. Product: N1(N=CN=C1)C(C(=O)C1=CC=CC=C1)C (2-(1,2,4-triazol-1-yl)-propiophenone). Reactants: BrC(C(=O)C1=CC=CC=C1)C (2-bromopropiophenone), N1N=NC=C1 (triazole), C(C)#N (acetonitrile), C(C)#N (acetonitrile). Reported procedure: To a solution of 223 g (1 mol) of 2-bromopropiophenone in 300 ml of acetonitrile is added dropwise to a boiling mixture of 414 g (6 mols) of triazole and 1,200 ml of acetonitrile, and the mixture is heated at the boil for 8 hours. Thereafter, the mixture is evaporated down in vacuo, the residue is taken up in 750 ml of dichloromethane and 750 ml of water, and the organic phase is washed with several 500 ml portions of water and dried over anhydrous sodium sulphate. After the solvent has been dis... The yield is 55.0%. RXN SMILES: Br[CH:2]([CH3:11])[C:3]([C:5]1[CH:10]=[CH:9][CH:8]=[CH:7][CH:6]=1)=[O:4].N1C=[CH:15][N:14]=[N:13]1.[C:17](#[N:19])C>>[N:14]1([CH:2]([CH3:11])[C:3]([C:5]2[CH:10]=[CH:9][CH:8]=[CH:7][CH:6]=2)=[O:4])[CH:15]=[N:19][CH:17]=[N:13]1.